This data is from the Open Reaction Database (ORD), a public repository of structured organic reaction records. The task is: describe an organic reaction: reactants, conditions, products, and yield Reactants: CC(=O)OC1CCC2(C)C(CCC3C4CC=C(C(C)=O)C4(C)CCC32)C1, CCO, Cl, NO, O, c1ccncc1. The product is CC(=O)OC1CCC2(C)C(CCC3C4CC=C(C(C)=NO)C4(C)CCC32)C1. RXN SMILES: [C:1]([CH3:2])(=[O:3])[O:4][CH:5]1[CH2:6][CH:7]2[CH2:8][CH2:9][CH:10]3[CH:11]4[CH2:12][CH:13]=[C:14]([C:15]([CH3:16])=[O:17])[C:18]4([CH3:26])[CH2:19][CH2:20][CH:21]3[C:22]2([CH3:25])[CH2:23][CH2:24]1.[CH3:36][CH2:37][OH:38].[ClH:27].[NH2:28][OH:29].[OH2:39].[cH:30]1[cH:31][cH:32][n:33][cH:34][cH:35]1>>[C:1]([CH3:2])(=[O:3])[O:4][CH:5]1[CH2:6][CH:7]2[CH2:8][CH2:9][CH:10]3[CH:11]4[CH2:12][CH:13]=[C:14]([C:15]([CH3:16])=[N:28][OH:29])[C:18]4([CH3:26])[CH2:19][CH2:20][CH:21]3[C:22]2([CH3:25])[CH2:23][CH2:24]1. Reactants: O=CC1CCN(C(=O)OCc2ccccc2)CC1, Nc1nccs1. Yields the product O=C(OCc1ccccc1)N1CCC(CNc2nccs2)CC1. RXN SMILES: [CH:1](=[O:2])[CH:3]1[CH2:4][CH2:5][N:6]([C:9](=[O:10])[O:11][CH2:12][c:13]2[cH:14][cH:15][cH:16][cH:17][cH:18]2)[CH2:7][CH2:8]1.[NH2:19][c:20]1[s:21][cH:22][cH:23][n:24]1>>[CH2:1]([CH:3]1[CH2:4][CH2:5][N:6]([C:9](=[O:10])[O:11][CH2:12][c:13]2[cH:14][cH:15][cH:16][cH:17][cH:18]2)[CH2:7][CH2:8]1)[NH:19][c:20]1[s:21][cH:22][cH:23][n:24]1. Reactants: sulfonamide, COC(CCC1=CC=C(C=C1)OC1=CC=C(C=C1)CC(NS(=O)(=O)C1=CC=C(C=C1)C)C(N(C)C)=O)=O (3-(4-{4-[2-dimethylcarbamoyl-2-(toluene-4-sulfonylamino)-ethyl]-phenoxy}-phenyl)-propionic acid methyl ester), [OH-].[Li+] (Lithium hydroxide). Solvent: C1CCOC1 (THF), O (water). Conditions: time 2 hour. The product is desired acid, CN(C(=O)C(CC1=CC=C(OC2=CC=C(C=C2)CCC(=O)O)C=C1)NS(=O)(=O)C1=CC=C(C=C1)C)C (3-(4-{4-[2-dimethylcarbamoyl-2-(toluene-4-sulfonylamino)-ethyl]-phenoxy}-phenyl)-propionic acid). The yield is 102.5%. RXN SMILES: C[O:2][C:3](=[O:37])[CH2:4][CH2:5][C:6]1[CH:11]=[CH:10][C:9]([O:12][C:13]2[CH:18]=[CH:17][C:16]([CH2:19][CH:20]([C:32](=[O:36])[N:33]([CH3:35])[CH3:34])[NH:21][S:22]([C:25]3[CH:30]=[CH:29][C:28]([CH3:31])=[CH:27][CH:26]=3)(=[O:24])=[O:23])=[CH:15][CH:14]=2)=[CH:8][CH:7]=1.[OH-].[Li+]>C1COCC1.O>[CH3:35][N:33]([CH3:34])[C:32]([CH:20]([NH:21][S:22]([C:25]1[CH:30]=[CH:29][C:28]([CH3:31])=[CH:27][CH:26]=1)(=[O:23])=[O:24])[CH2:19][C:16]1[CH:15]=[CH:14][C:13]([O:12][C:9]2[CH:8]=[CH:7][C:6]([CH2:5][CH2:4][C:3]([OH:37])=[O:2])=[CH:11][CH:10]=2)=[CH:18][CH:17]=1)=[O:36] |f:1.2|. Reported procedure: The sulfonamide compound 24 (0.9 g, 1.72 mmol) was dissolved in THF (10 mL) and diluted with water (10 mL). Lithium hydroxide (0.16, 6.86 mmol) was added and the reaction mixture was stirred at room temperature for about 2 h. The THF was evaporated and the resulting aqueous layer was acidified with 2.0 M HCl and extracted into EtOAc (2×25 mL). The organic layer was washed with water (1×25 mL) and brine (1×25 mL), dried and concentrated to yield the desired acid compound 25 (0.9 g, quantitative).... Starting materials: NC=1C=CC(=C(C1)[C@]1(N=C(OC[C@]1(C)F)N)C)F ((4R,5R)-4-(5-amino-2-fluoro-phenyl)-5-fluoro-4,5-dimethyl-5,6-dihydro-4H-[1,3]oxazin-2-ylamine), ClC=1C=CC(=NC1)C(=O)O (5-chloro-pyridine-2-carboxylic acid). Yields the product NC=1OC[C@]([C@@](N1)(C)C=1C=C(C=CC1F)NC(=O)C1=NC=C(C=C1)Cl)(C)F (5-Chloro-pyridine-2-carboxylic acid [3-((4R,5R)-2-amino-5-fluoro-4,5-dimethyl-5,6-dihydro-4H-[1,3]oxazin-4-yl)-4-fluoro-phenyl]-amide). Reaction SMILES: [NH2:1][C:2]1[CH:3]=[CH:4][C:5]([F:18])=[C:6]([C@:8]2([CH3:17])[C@:13]([F:15])([CH3:14])[CH2:12][O:11][C:10]([NH2:16])=[N:9]2)[CH:7]=1.[Cl:19][C:20]1[CH:21]=[CH:22][C:23]([C:26](O)=[O:27])=[N:24][CH:25]=1>>[NH2:16][C:10]1[O:11][CH2:12][C@@:13]([F:15])([CH3:14])[C@:8]([C:6]2[CH:7]=[C:2]([NH:1][C:26]([C:23]3[CH:22]=[CH:21][C:20]([Cl:19])=[CH:25][N:24]=3)=[O:27])[CH:3]=[CH:4][C:5]=2[F:18])([CH3:17])[N:9]=1. Reported procedure: The condensation of (4R,5R)-4-(5-amino-2-fluoro-phenyl)-5-fluoro-4,5-dimethyl-5,6-dihydro-4H-[1,3]oxazin-2-ylamine (A8.3) and 5-chloro-pyridine-2-carboxylic acid following procedure I yielded the title compound as a colorless solid. MS (ISP): m/z=395.1 [M+H]+. The reactants are C1(=CC=CC=C1)C(C(=O)Cl)C1=CC=CC=C1 (diphenylacetyl chloride), C(C=CCCC)N (hex-2-enylamine). The product is C(C=CCCC)NC(C(C1=CC=CC=C1)C1=CC=CC=C1)=O (N-Hex-2-enyl-2,2-diphenyl-acetamide). As a reaction SMILES: [C:1]1([CH:7]([C:11]2[CH:16]=[CH:15][CH:14]=[CH:13][CH:12]=2)[C:8](Cl)=[O:9])[CH:6]=[CH:5][CH:4]=[CH:3][CH:2]=1.[CH2:17]([NH2:23])[CH:18]=[CH:19][CH2:20][CH2:21][CH3:22]>>[CH2:17]([NH:23][C:8](=[O:9])[CH:7]([C:11]1[CH:16]=[CH:15][CH:14]=[CH:13][CH:12]=1)[C:1]1[CH:6]=[CH:5][CH:4]=[CH:3][CH:2]=1)[CH:18]=[CH:19][CH2:20][CH2:21][CH3:22]. Procedure: The title compound, white solid, m.p. 81° C. and MS: m/e=293 (M+) was prepared in accordance with the general method of example 1 from diphenylacetyl chloride and hex-2-enylamine.